This data is from the Open Reaction Database (ORD), a public repository of structured organic reaction records. The task is: describe an organic reaction: reactants, conditions, products, and yield Starting materials: [OH-].[Na+] (sodium hydroxide), CC1=NC(=NC2=CC=CC=C12)CN1C(=O)N(C=2N=C(N(C2C1=O)CC#CC)N1C[C@@H](CCC1)N)CC(=O)OC ((R)-1-(4-methyl-quinazolin-2-ylmethyl)-3-(methoxycarbonylmethyl )-7-(but-2-ynyl)-8-(3-amino-piperidin-1-yl)-xanthine), Cl (hydrochloric acid). The solvent is O1CCCC1.O.CO (tetrahydrofuran water methanol). Run at time 1 hour. The product is CC1=NC(=NC2=CC=CC=C12)CN1C(=O)N(C=2N=C(N(C2C1=O)CC#CC)N1C[C@@H](CCC1)N)CC(=O)O ((R)-1-(4-methyl-quinazolin-2-ylmethyl)-3-(hydroxycarbonylmethyl)-7-(but-2-ynyl)-8-(3-amino-piperidin-1-yl)-xanthine). RXN SMILES: [OH-].[Na+].[CH3:3][C:4]1[C:13]2[C:8](=[CH:9][CH:10]=[CH:11][CH:12]=2)[N:7]=[C:6]([CH2:14][N:15]2[C:24](=[O:25])[C:23]3[N:22]([CH2:26][C:27]#[C:28][CH3:29])[C:21]([N:30]4[CH2:35][CH2:34][CH2:33][C@@H:32]([NH2:36])[CH2:31]4)=[N:20][C:19]=3[N:18]([CH2:37][C:38]([O:40]C)=[O:39])[C:16]2=[O:17])[N:5]=1.Cl>O1CCCC1.O.CO>[CH3:3][C:4]1[C:13]2[C:8](=[CH:9][CH:10]=[CH:11][CH:12]=2)[N:7]=[C:6]([CH2:14][N:15]2[C:24](=[O:25])[C:23]3[N:22]([CH2:26][C:27]#[C:28][CH3:29])[C:21]([N:30]4[CH2:35][CH2:34][CH2:33][C@@H:32]([NH2:36])[CH2:31]4)=[N:20][C:19]=3[N:18]([CH2:37][C:38]([OH:40])=[O:39])[C:16]2=[O:17])[N:5]=1 |f:0.1,4.5.6|. Procedure: 2 ml of 1 M sodium hydroxide solution are added to a solution of 150 mg of (R)-1-(4-methyl-quinazolin-2-ylmethyl)-3-(methoxycarbonylmethyl )-7-(but-2-ynyl)-8-(3-amino-piperidin-1-yl)-xanthine in 6 ml of tetrahydrofuran/water/methanol (1:1:1). The solution is stirred for 1 h at ambient temperature and then neutralised with 1 M hydrochloric acid. The solution is evaporated to dryness and purified by HPLC (YMC-C18) with water/acetonitrile (70:30). Starting materials: C(C)(C)(C)OC(=O)N1CCC(CC1)CI (1-t-butoxycarbonyl-4-iodomethylpiperidine), [NH4+].[Cl-] (NH4Cl), CCOCC (ether), C(C)(C)(C)[Li] (t-butyl lithium), C1(CCCC1)=O (cyclopentanone). Run at time 30 minute. The product is C(C)(C)(C)OC(=O)N1CCC(CC1)CC(O)C1CCCC1 (1-t-butoxycarbonyl-4-(2-cyclopentyl-2-hydroxyethyl)piperidine). Reaction SMILES: [C:1]([O:5][C:6]([N:8]1[CH2:13][CH2:12][CH:11]([CH2:14]I)[CH2:10][CH2:9]1)=[O:7])([CH3:4])([CH3:3])[CH3:2].C([Li])(C)(C)C.[C:21]1(=O)[CH2:25][CH2:24][CH2:23][CH2:22]1.[NH4+].[Cl-].C[CH2:30][O:31]CC>>[C:1]([O:5][C:6]([N:8]1[CH2:13][CH2:12][CH:11]([CH2:14][CH:30]([CH:21]2[CH2:25][CH2:24][CH2:23][CH2:22]2)[OH:31])[CH2:10][CH2:9]1)=[O:7])([CH3:4])([CH3:3])[CH3:2] |f:3.4|. Procedure details: To a solution of 1.36 g (4.2 mmol) of 1-t-butoxycarbonyl-4-iodomethylpiperidine in 40 mL of ether at −78° C. was carefully added 5.8 mL (9.35 mmol) of t-butyl lithium (1.7 N on pentane). After stirring for 30 min, to the reaction mixture was added dropwise 0.95 mL (10.73 mmol) of cyclopentanone and the reaction mixture was stirred at −78° C. for 2 h. To the reaction mixture was added 5 mL of sat'd NH4Cl solution and the reaction mixture was warmed to rt. The reaction mixture was partitioned betw... The reactants are CN1C(=CC=C1SC)C(=O)C1=C(C=C2N1CCC2C(=O)O)C (5-(1-methyl-5-methylthio-2-pyrroyl)-1,2-dihydro-6-methyl-3H-pyrrolo-[1,2-a]-pyrrole-1-carboxylic acid), ClC1=CC(=CC=C1)C(=O)OO (m-chloroperbenzoic acid), CCCCCC (Hexane). The reagents and catalysts are CS(=O)C (dimethylsulfoxide). The solvent is C(Cl)(Cl)Cl (chloroform). Run at time 8 hour. Product: CN1C(=CC=C1S(=O)C)C(=O)C1=C(C=C2N1CCC2C(=O)O)C (5-(1-methyl-5-methylsulfinyl-2-pyrroyl)-1,2-dihydro-6-methyl-3H-pyrrolo-[1,2-a]pyrrole-1-carboxylic acid). The yield is 100.6%. RXN SMILES: [CH3:1][N:2]1[C:6]([S:7][CH3:8])=[CH:5][CH:4]=[C:3]1[C:9]([C:11]1[N:15]2[CH2:16][CH2:17][CH:18]([C:19]([OH:21])=[O:20])[C:14]2=[CH:13][C:12]=1[CH3:22])=[O:10].ClC1C=CC=C(C(OO)=[O:31])C=1.CCCCCC>C(Cl)(Cl)Cl.CS(C)=O>[CH3:1][N:2]1[C:6]([S:7]([CH3:8])=[O:31])=[CH:5][CH:4]=[C:3]1[C:9]([C:11]1[N:15]2[CH2:16][CH2:17][CH:18]([C:19]([OH:21])=[O:20])[C:14]2=[CH:13][C:12]=1[CH3:22])=[O:10]. Reported procedure: A solution of 0.2 g of 5-(1-methyl-5-methylthio-2-pyrroyl)-1,2-dihydro-6-methyl-3H-pyrrolo-[1,2-a]-pyrrole-1-carboxylic acid in 20 ml chloroform and a few drops of dimethylsulfoxide was treated with 0.1 g of m-chloroperbenzoic acid (MCPBA) and stirred overnight. Hexane was then added carefully, and the mixture was cooled and the resulting yellow crystals was collected by filtration to give 195 mg of 5-(1-methyl-5-methylsulfinyl-2-pyrroyl)-1,2-dihydro-6-methyl-3H-pyrrolo-[1,2-a]pyrrole-1-carboxyl... Reactants: C(C)OCC (Diethyl ether), [OH-].[Na+] (sodium hydroxide), C(#N)C12CCN(CC1)CC2 (4- Cyanoquinuclidine), [H-].[Al+3].[Li+].[H-].[H-].[H-] (lithium aluminium hydride). Run in O1CCCC1 (tetrahydrofuran), O (water). Run at time 30 minute. Product: NCC12CCN(CC1)CC2 (4- Aminomethylquinuclidine). Isolated yield 76.4%. Reaction SMILES: [C:1]([C:3]12[CH2:10][CH2:9][N:6]([CH2:7][CH2:8]1)[CH2:5][CH2:4]2)#[N:2].[H-].[Al+3].[Li+].[H-].[H-].[H-].C(OCC)C.[OH-].[Na+]>O1CCCC1.O>[NH2:2][CH2:1][C:3]12[CH2:10][CH2:9][N:6]([CH2:7][CH2:8]1)[CH2:5][CH2:4]2 |f:1.2.3.4.5.6,8.9|. Procedure details: 4- Cyanoquinuclidine (0.31 g, 0.0028 moles) was reduced with lithium aluminium hydride (0.45 g, 0.012 moles) in tetrahydrofuran (20 ml) at ambient temperature for 18 hours. Diethyl ether (20 mls) was added followed by water (1.8 ml) and 10%w/v aqueous sodium hydroxide (0.68 ml) and the mixture stirred for 30 minutes. The mixture was then filtered and the filtrate concentrated in vacuo to give the title compound 0.3 g (94%). Reactants: FC1=C(C=CC(=C1)OC)N1C(N(C(=CC1=O)C(F)(F)F)C)=O (3-(2-fluoro-4-methoxyphenyl)-1-methyl-6-trifluoromethyluracil), B(Br)(Br)Br (boron tribromide), O (water). The solvent is C(Cl)Cl (methylene chloride), C(Cl)Cl (methylene chloride). Conditions: time 18 hour. Product: FC1=C(C=CC(=C1)O)N1C(N(C(=CC1=O)C(F)(F)F)C)=O (3-(2-fluoro-4-hydroxyphenyl)-1-methyl-6-trifluoromethyluracil). Isolated yield 86.7%. As a reaction SMILES: B(Br)(Br)Br.[F:5][C:6]1[CH:11]=[C:10]([O:12]C)[CH:9]=[CH:8][C:7]=1[N:14]1[C:19](=[O:20])[CH:18]=[C:17]([C:21]([F:24])([F:23])[F:22])[N:16]([CH3:25])[C:15]1=[O:26].O>C(Cl)Cl>[F:5][C:6]1[CH:11]=[C:10]([OH:12])[CH:9]=[CH:8][C:7]=1[N:14]1[C:19](=[O:20])[CH:18]=[C:17]([C:21]([F:22])([F:23])[F:24])[N:16]([CH3:25])[C:15]1=[O:26]. Procedure: A solution of 32.9 mL (0.033 mole) of boron tribromide (1M in methylene chloride) in 50 mL of methylene chloride was stirred, and a solution of 3.5 grams (0.011 mole) of 3-(2-fluoro-4-methoxyphenyl)-1-methyl-6-trifluoromethyluracil in 50 mL of methylene chloride was added dropwise. Upon completion of addition, the reaction mixture was stirred at ambient temperature for about 18 hours. After this time the reaction mixture was poured into water. The organic layer was separated and the aqueous laye...